Dataset: the Open Reaction Database (ORD), a public repository of structured organic reaction records. Task: describe an organic reaction: reactants, conditions, products, and yield Reactants: FC(OC=1C=CC(=C2C=CC(OC12)(C)C)C1=C(C2=C(C=NN(C2=O)COCC[Si](C)(C)C)N1)CC)F (2-(8-difluoromethoxy-2,2-dimethyl-2H-chromen-5-yl)-3-ethyl-5-(2-trimethylsilylethoxymethyl)-1,5-dihydropyrrolo[2,3-d]pyridazin-4-one), ClC1=C(N(C=2C=NNC(C21)=O)COCC[Si](C)(C)C)C2=CC(=C(C=C2)OC(F)F)OC2CC2 (3-chloro-2-(3-cyclopropoxy-4-difluoromethoxyphenyl)-1-(2-trimethylsilylethoxymethyl)-1,5-dihydropyrrolo[2,3-d]pyridazin-4-one). The product is Cl.FC(OC=1C=CC(=C2C=CC(OC12)(C)C)C1=C(C2=C(C=NNC2=O)N1)CC)F (2-(8-Difluoromethoxy-2,2-dimethyl-2H-chromen-5-yl)-3-ethyl-1,5-dihydropyrrolo[2,3-d]pyridazin-4-one HCl). The yield is 93.0%. RXN SMILES: [F:1][CH:2]([F:36])[O:3][C:4]1[CH:5]=[CH:6][C:7]([C:16]2[NH:33][C:19]3[CH:20]=[N:21][N:22](COCC[Si](C)(C)C)[C:23](=[O:24])[C:18]=3[C:17]=2[CH2:34][CH3:35])=[C:8]2[C:13]=1[O:12][C:11]([CH3:15])([CH3:14])[CH:10]=[CH:9]2.[Cl:37]C1C2C(=O)NN=CC=2N(COCC[Si](C)(C)C)C=1C1C=CC(OC(F)F)=C(OC2CC2)C=1>>[ClH:37].[F:36][CH:2]([F:1])[O:3][C:4]1[CH:5]=[CH:6][C:7]([C:16]2[NH:33][C:19]3[CH:20]=[N:21][NH:22][C:23](=[O:24])[C:18]=3[C:17]=2[CH2:34][CH3:35])=[C:8]2[C:13]=1[O:12][C:11]([CH3:15])([CH3:14])[CH:10]=[CH:9]2 |f:2.3|. Reported procedure: Reaction was carried out in the same manner as in Example 6-(c) except for using 613 mg (1.18 mmol) of 2-(8-difluoromethoxy-2,2-dimethyl-2H-chromen-5-yl)-3-ethyl-5-(2-trimethylsilylethoxymethyl)-1,5-dihydropyrrolo[2,3-d]pyridazin-4-one obtained in Example 54-(b) in place of 3-chloro-2-(3-cyclopropoxy-4-difluoromethoxyphenyl)-1-(2-trimethylsilylethoxymethyl)-1,5-dihydropyrrolo[2,3-d]pyridazin-4-one. After completion of the reaction, the solid obtained from the reaction suspension by filtration wa... The reactants are 8.79, C1(=CC=C(C=C1)S(=O)(=O)Cl)C (4-toluenesulfonyl chloride), 8.53, CN1C(CCC1)CCN (2-(1-methyl-pyrrolidin-2-yl)-ethylamine), Cl (hydrogen chloride). Run in O1CCOCC1 (1,4-dioxan). Yields the product CN1C(CCC1)CCNS(=O)(=O)C1=CC=C(C=C1)C (N-(2-(1-Methyl-pyrrolidin-2-yl)ethyl)4-toluenesulfonamide), hydrochloride salt. As a reaction SMILES: [C:1]1([CH3:11])[CH:6]=[CH:5][C:4]([S:7](Cl)(=[O:9])=[O:8])=[CH:3][CH:2]=1.[CH3:12][N:13]1[CH2:17][CH2:16][CH2:15][CH:14]1[CH2:18][CH2:19][NH2:20].Cl>O1CCOCC1>[CH3:12][N:13]1[CH2:17][CH2:16][CH2:15][CH:14]1[CH2:18][CH2:19][NH:20][S:7]([C:4]1[CH:5]=[CH:6][C:1]([CH3:11])=[CH:2][CH:3]=1)(=[O:9])=[O:8]. Reported procedure: The title compound was prepared as in Example 81 with 4-toluenesulfonyl chloride replacing 2-naphthalenesulfonyl chloride and with 2-(1-methyl-pyrrolidin-2-yl)-ethylamine replacing 2-pyrrolidin-1-yl-ethylamine. The hydrochloride salt was prepared by treatment with hydrogen chloride in 1,4-dioxan. 1H NMR (DMSO-d6) 7.62 (2H, d, 8.1), 7.47 (1H, t, 5.1), 7.37 (2H, d, 8.1), 2.86-2.70 (3H, m), 2.37 (3H, s), 2.09 (3H, s), 1.98-1.93 (2H, m), 1.7-1.49 (4H, m) 1.29-1.16 (2H, m). Microanalysis found C 52.5... The reactants are CCOC(C)=O, CCCC1=CC(=O)OC1O. Product: CCCC1=C(O)OC(=O)C1. As a reaction SMILES: [CH3:11][CH2:12][O:13][C:14](=[O:15])[CH3:16].[OH:1][CH:2]1[C:3]([CH2:8][CH2:9][CH3:10])=[CH:4][C:5](=[O:7])[O:6]1>>[OH:1][C:2]1=[C:3]([CH2:8][CH2:9][CH3:10])[CH2:4][C:5](=[O:7])[O:6]1. Starting materials: O=C([O-])[O-], CC(=O)CC(C)C, Cc1cc(C)nc(Cl)n1, [K+], [K+], O, Oc1cccc(Oc2ncc(Cl)cn2)c1. The product is Cc1cc(C)nc(Oc2cccc(Oc3ncc(Cl)cn3)c2)n1. As a reaction SMILES: [C:32](=[O:33])([O-:34])[O-:35].[CH3:25][C:26]([CH2:27][CH:28]([CH3:29])[CH3:30])=[O:31].[Cl:16][c:17]1[n:18][c:19]([CH3:24])[cH:20][c:21]([CH3:23])[n:22]1.[K+:36].[K+:37].[OH2:38].[OH:1][c:2]1[cH:3][c:4]([O:5][c:6]2[n:7][cH:8][c:9]([Cl:12])[cH:10][n:11]2)[cH:13][cH:14][cH:15]1>>[O:1]([c:2]1[cH:3][c:4]([O:5][c:6]2[n:7][cH:8][c:9]([Cl:12])[cH:10][n:11]2)[cH:13][cH:14][cH:15]1)[c:17]1[n:18][c:19]([CH3:24])[cH:20][c:21]([CH3:23])[n:22]1. The reactants are COC(C1=CC(=CC(=C1)O)OCOC)=O (5-hydroxy-3-methoxymethoxybenzoic acid methyl ester), NC1=NC=CC=C1 (2-aminopyridine), BrC=1C=CC(=NC1)S(=O)(=O)CC (5-bromo-2-ethanesulfonylpyridine), O([Si](C)(C)C(C)(C)C)C[C@@H](C)O ((2R)-1-(tert-butyldimethylsiloxy)-2-hydroxypropane). Yields the product C(C)S(=O)(=O)C1=CC=C(C=N1)OC=1C=C(C(=O)NC2=NC=CC=C2)C=C(C1)OC(CO)C (3-(6-ethanesulfonylpyridin-3-yloxy)-5-(2-hydroxy-1-methyl-ethoxy)-N-(pyridin-2-yl)benzamide). RXN SMILES: CO[C:3](=[O:15])[C:4]1[CH:9]=[C:8]([OH:10])[CH:7]=[C:6](OCOC)[CH:5]=1.Br[C:17]1[CH:18]=[CH:19][C:20]([S:23]([CH2:26][CH3:27])(=[O:25])=[O:24])=[N:21][CH:22]=1.[O:28]([CH2:36][C@H:37]([OH:39])[CH3:38])[Si](C(C)(C)C)(C)C.[NH2:40][C:41]1[CH:46]=[CH:45][CH:44]=[CH:43][N:42]=1>>[CH2:26]([S:23]([C:20]1[N:21]=[CH:22][C:17]([O:10][C:8]2[CH:9]=[C:4]([CH:5]=[C:6]([O:39][CH:37]([CH3:38])[CH2:36][OH:28])[CH:7]=2)[C:3]([NH:40][C:41]2[CH:46]=[CH:45][CH:44]=[CH:43][N:42]=2)=[O:15])=[CH:18][CH:19]=1)(=[O:25])=[O:24])[CH3:27]. Reported procedure: The compound of Production Example 150 was obtained as a colorless amorphous substance using 5-hydroxy-3-methoxymethoxybenzoic acid methyl ester, 5-bromo-2-ethanesulfonylpyridine, (2R)-1-(tert-butyldimethylsiloxy)-2-hydroxypropane and 2-aminopyridine, by the same method as in Production Example 117, a corresponding method, or a combination thereof with an ordinary method.